This data is from the Open Reaction Database (ORD), a public repository of structured organic reaction records. The task is: describe an organic reaction: reactants, conditions, products, and yield Reactants: CC(C)(C)OC(=O)N1CCC(C=O)CC1, [Li]CCCC, Fc1ccc(F)c(Br)c1, C1CCOC1. Product: CC(C)(C)OC(=O)N1CCC(C(O)c2cc(F)ccc2F)CC1. RXN SMILES: [C:15]([CH3:16])([CH3:17])([CH3:18])[O:19][C:20](=[O:21])[N:22]1[CH2:23][CH2:24][CH:25]([CH:28]=[O:29])[CH2:26][CH2:27]1.[CH2:10]([Li:11])[CH2:12][CH2:13][CH3:14].[F:1][c:2]1[c:3]([Br:9])[cH:4][c:5]([F:8])[cH:6][cH:7]1.[O:30]1[CH2:31][CH2:32][CH2:33][CH2:34]1>>[F:1][c:2]1[c:3]([CH:28]([CH:25]2[CH2:24][CH2:23][N:22]([C:20]([O:19][C:15]([CH3:16])([CH3:17])[CH3:18])=[O:21])[CH2:27][CH2:26]2)[OH:29])[cH:4][c:5]([F:8])[cH:6][cH:7]1.